From a dataset of the Open Reaction Database (ORD), a public repository of structured organic reaction records. describe an organic reaction: reactants, conditions, products, and yield The reactants are BrCCC1=C(C=CC=C1)CC(C(=O)OCC)(C(=O)OCC)NC(C)=O (ethyl 3-[2-(2-bromoethyl)phenyl]-2-acetamido-2-carboethoxypropanoate), P(OCC)(OCC)OCC (P(OEt)3). Product: C(C)OP(=O)(OCC)CCC1=C(C=CC=C1)CC(C(=O)OCC)(C(=O)OCC)NC(C)=O (Ethyl 3-[2-(2-diethylphosphonoethyl)phenyl]-2-acetamido-2-carboethoxy-propanoate). The yield is 86.0%. As a reaction SMILES: Br[CH2:2][CH2:3][C:4]1[CH:9]=[CH:8][CH:7]=[CH:6][C:5]=1[CH2:10][C:11]([NH:22][C:23](=[O:25])[CH3:24])([C:17]([O:19][CH2:20][CH3:21])=[O:18])[C:12]([O:14][CH2:15][CH3:16])=[O:13].[P:26]([O:33]CC)([O:30][CH2:31][CH3:32])[O:27][CH2:28][CH3:29]>>[CH2:28]([O:27][P:26]([CH2:2][CH2:3][C:4]1[CH:9]=[CH:8][CH:7]=[CH:6][C:5]=1[CH2:10][C:11]([NH:22][C:23](=[O:25])[CH3:24])([C:17]([O:19][CH2:20][CH3:21])=[O:18])[C:12]([O:14][CH2:15][CH3:16])=[O:13])([O:30][CH2:31][CH3:32])=[O:33])[CH3:29]. Reported procedure: A solution of 5 g (1.2 mmol) of ethyl 3-[2-(2-bromoethyl)phenyl]-2-acetamido-2-carboethoxypropanoate in 10 mL of P(OEt)3 was stirred at reflux for 4 h. The excess P(OEt)3 and the volatile by-products were removed from the mixture by distillation under vacuum. The remaining viscous oil was initially purified by column chromatography (C-18, MeOH:H2O; 4:1), then by preparative HPLC (C-18, MeOH:H2O, 7:3) giving 0.48 g (86%) of the product as a clear viscous oil. IR(Nujol) 1745.9, 1676.5 cm-1 (C=O); ...